This data is from the Open Reaction Database (ORD), a public repository of structured organic reaction records. The task is: describe an organic reaction: reactants, conditions, products, and yield As a reaction SMILES: [CH2:1]([CH3:2])[O:3][C:4](=[O:5])[c:6]1[cH:7][c:8]2[c:13]([cH:14][cH:15]1)[NH:12][CH:11]([c:16]1[cH:17][c:18]([N:22]3[CH2:23][CH2:24][N:25]([c:28]4[c:29]([CH3:34])[cH:30][cH:31][cH:32][cH:33]4)[CH2:26][CH2:27]3)[cH:19][cH:20][cH:21]1)[C:10]([CH3:35])([CH3:36])[CH2:9]2.[CH3:40][OH:41].[ClH:39].[Na+:38].[O:42]1[CH2:43][CH2:44][CH2:45][CH2:46]1.[OH-:37].[OH2:47]>>[O:3]=[C:4]([OH:5])[c:6]1[cH:7][c:8]2[c:13]([cH:14][cH:15]1)[NH:12][CH:11]([c:16]1[cH:17][c:18]([N:22]3[CH2:23][CH2:24][N:25]([c:28]4[c:29]([CH3:34])[cH:30][cH:31][cH:32][cH:33]4)[CH2:26][CH2:27]3)[cH:19][cH:20][cH:21]1)[C:10]([CH3:35])([CH3:36])[CH2:9]2. Reactants: CCOC(=O)c1ccc2c(c1)CC(C)(C)C(c1cccc(N3CCN(c4ccccc4C)CC3)c1)N2, CO, Cl, [Na+], C1CCOC1, [OH-], O. Product: Cc1ccccc1N1CCN(c2cccc(C3Nc4ccc(C(=O)O)cc4CC3(C)C)c2)CC1. Reactants: C(C)N1C(NC=2N=CN(C2C1=O)CC1=CC=C(C=C1)OC)=O (1-ethyl-3,7-dihydro-7-[(4-methoxyphenyl)methyl]-1H-Purine-2,6-dione), C([O-])([O-])=O.[K+].[K+] (potassium carbonate), C(C)(=O)OCCBr (2-bromoethyl acetate). The reagents and catalysts are S(=O)(=O)(O)[O-].C(CCC)[N+](CCCC)(CCCC)CCCC (tetrabutylammonium hydrogen sulfate). The solvent is C(C)#N (Acetonitrile). Conditions: time 7 hour. Yields the product C(C)(=O)OCCN1C(N(C(C=2N(C=NC12)CC1=CC=C(C=C1)OC)=O)CC)=O (3-[2-(acetyloxy)ethyl]-1-ethyl-3,7-dihydro-7-[(4-methoxyphenyl)methyl]-1H-purine-2,6-dione). Isolated yield 75.0%. RXN SMILES: [CH2:1]([N:3]1[C:11](=[O:12])[C:10]2[N:9]([CH2:13][C:14]3[CH:19]=[CH:18][C:17]([O:20][CH3:21])=[CH:16][CH:15]=3)[CH:8]=[N:7][C:6]=2[NH:5][C:4]1=[O:22])[CH3:2].C(=O)([O-])[O-].[K+].[K+].[C:29]([O:32][CH2:33][CH2:34]Br)(=[O:31])[CH3:30]>S([O-])(O)(=O)=O.C([N+](CCCC)(CCCC)CCCC)CCC.C(#N)C>[C:29]([O:32][CH2:33][CH2:34][N:5]1[C:6]2[N:7]=[CH:8][N:9]([CH2:13][C:14]3[CH:19]=[CH:18][C:17]([O:20][CH3:21])=[CH:16][CH:15]=3)[C:10]=2[C:11](=[O:12])[N:3]([CH2:1][CH3:2])[C:4]1=[O:22])(=[O:31])[CH3:30] |f:1.2.3,5.6|. Procedure details: Acetonitrile was added to a mixture of Compound 5A (about 1.0 mole), anhydrous potassium carbonate (about 1.5 moles) and tetrabutylammonium hydrogen sulfate (about 0.05 mole). 2-bromoethyl acetate (about 1.5 moles) was added in three separate portions (0.72 mole in the beginning, another 0.45 mole after about 2 hours of reaction, and then the remaining 0.33 mole after about another 1 hour of reaction) during the course of the reaction at about 80-85° C. The total reaction time was about 7 hours.... Starting materials: CC(C)(C)OC(=O)Cn1cccc(NC(=O)OCc2ccccc2)c1=O, ClCCl, O=C(O)C(F)(F)F. Product: O=C(O)Cn1cccc(NC(=O)OCc2ccccc2)c1=O. As a reaction SMILES: [C:1]([CH3:2])([CH3:3])([CH3:4])[O:5][C:6]([CH2:7][n:8]1[c:9](=[O:25])[c:10]([NH:14][C:15](=[O:16])[O:17][CH2:18][c:19]2[cH:20][cH:21][cH:22][cH:23][cH:24]2)[cH:11][cH:12][cH:13]1)=[O:26].[Cl:34][CH2:35][Cl:36].[OH:27][C:28]([C:29]([F:30])([F:31])[F:32])=[O:33]>>[O:5]=[C:6]([CH2:7][n:8]1[c:9](=[O:25])[c:10]([NH:14][C:15](=[O:16])[O:17][CH2:18][c:19]2[cH:20][cH:21][cH:22][cH:23][cH:24]2)[cH:11][cH:12][cH:13]1)[OH:26]. Starting materials: CC(C)COC(=O)Cl, CN1CCCCC1, Cc1ccc2ccccc2c1CC(=O)O, CNOC, ClCCl, Cl. Product: CON(C)C(=O)Cc1c(C)ccc2ccccc12. RXN SMILES: [CH2:23]([O:24][C:25]([Cl:26])=[O:27])[CH:28]([CH3:29])[CH3:30].[CH3:16][N:17]1[CH2:18][CH2:19][CH2:20][CH2:21][CH2:22]1.[CH3:1][c:2]1[c:3]([CH2:12][C:13](=[O:14])[OH:15])[c:4]2[cH:5][cH:6][cH:7][cH:8][c:9]2[cH:10][cH:11]1.[CH3:32][NH:33][O:34][CH3:35].[Cl:36][CH2:37][Cl:38].[ClH:31]>>[CH3:1][c:2]1[c:3]([CH2:12][C:13](=[O:15])[N:33]([CH3:32])[O:34][CH3:35])[c:4]2[cH:5][cH:6][cH:7][cH:8][c:9]2[cH:10][cH:11]1. Reactants: CCNCCN, Cc1ccc(S(=O)(=O)Cl)cc1, c1ccncc1. The product is CCNCCNS(=O)(=O)c1ccc(C)cc1. RXN SMILES: [CH2:12]([CH3:13])[NH:14][CH2:15][CH2:16][NH2:17].[c:1]1([CH3:11])[cH:2][cH:3][c:4]([S:7](=[O:8])(=[O:9])[Cl:10])[cH:5][cH:6]1.[cH:18]1[cH:19][cH:20][n:21][cH:22][cH:23]1>>[c:1]1([CH3:11])[cH:2][cH:3][c:4]([S:7](=[O:8])(=[O:9])[NH:17][CH2:16][CH2:15][NH:14][CH2:12][CH3:13])[cH:5][cH:6]1. The reactants are CN1CCC(CC1)=O (1-methyl-4-piperidone), CN1CCC(CC1)=O (1-methyl-4-piperidone), C(#N)[BH3-].[Na+] (sodium cyanoborohydride), C(#N)[BH3-].[Na+] (Sodium cyanoborohydride), N[C@@H]1CC[C@H](CC1)OC1=C(C=CC(=C1)F)NC=1C2=C(N=CN1)SC(=C2C)C(=O)N (4-(2-(trans-4-aminocyclohexyloxy)-4-fluorophenylamino)-5-methylthieno[2,3-d]pyrimidine-6-carboxamide). Reagents/catalysts: C(C)(=O)O (acetic acid). Run in CO (MeOH), CO (methanol). Run at time 40 minute. The product is FC1=CC(=C(C=C1)NC=1C2=C(N=CN1)SC(=C2C)C(=O)N)O[C@@H]2CC[C@H](CC2)NC2CCN(CC2)C (4-(4-Fluoro-2-(trans-4-(1-methylpiperidin-4-ylamino)cyclohexyloxy)phenylamino)-5-methylthieno[2,3-d]pyrimidine-6-carboxamide). Reaction SMILES: [CH3:1][N:2]1[CH2:7][CH2:6][C:5](=O)[CH2:4][CH2:3]1.[NH2:9][C@H:10]1[CH2:15][CH2:14][C@H:13]([O:16][C:17]2[CH:22]=[C:21]([F:23])[CH:20]=[CH:19][C:18]=2[NH:24][C:25]2[C:26]3[C:33]([CH3:34])=[C:32]([C:35]([NH2:37])=[O:36])[S:31][C:27]=3[N:28]=[CH:29][N:30]=2)[CH2:12][CH2:11]1.C([BH3-])#N.[Na+]>CO.C(O)(=O)C>[F:23][C:21]1[CH:20]=[CH:19][C:18]([NH:24][C:25]2[C:26]3[C:33]([CH3:34])=[C:32]([C:35]([NH2:37])=[O:36])[S:31][C:27]=3[N:28]=[CH:29][N:30]=2)=[C:17]([O:16][C@H:13]2[CH2:14][CH2:15][C@H:10]([NH:9][CH:5]3[CH2:6][CH2:7][N:2]([CH3:1])[CH2:3][CH2:4]3)[CH2:11][CH2:12]2)[CH:22]=1 |f:2.3|. Reported procedure: 0.019 g 1-methyl-4-piperidone in 1.5 ml MeOH followed by 1 drop acetic acid were added to a mixture of 0.070 g 4-(2-(trans-4-aminocyclohexyloxy)-4-fluorophenylamino)-5-methylthieno[2,3-d]pyrimidine-6-carboxamide (cpd.15.2) in 2 ml methanol. Sodium cyanoborohydride was added when the mixture was stirred at rt for 40 min. After stirring at 50° C. for 3 h further 0.010 g 1-methyl-4-piperidone and 0.010 g sodium cyanoborohydride were added and heating was continued overnight. The reactants are C1(CCCCC1)[Mg]Br.O1CCCC1 (cyclohexylmagnesium bromide tetrahydrofuran), C(C)C=1SC(=CC1C=O)C1=CC=C(C=C1)C(F)(F)F (2-ethyl-5-[4-(trifluoromethyl)phenyl]thiophene-3-carbaldehyde), [Cl-].[NH4+] (ammonium chloride). Run in O1CCCC1 (tetrahydrofuran). Reaction conditions: time 1 hour. The product is C1(CCCCC1)C(O)C1=C(SC(=C1)C1=CC=C(C=C1)C(F)(F)F)CC (cyclohexyl{2-ethyl-5-[4-(trifluoromethyl)phenyl]thiophen-3-yl}methanol). The yield is 88.0%. RXN SMILES: [CH2:1]([C:3]1[S:4][C:5]([C:10]2[CH:15]=[CH:14][C:13]([C:16]([F:19])([F:18])[F:17])=[CH:12][CH:11]=2)=[CH:6][C:7]=1[CH:8]=[O:9])[CH3:2].[CH:20]1([Mg]Br)[CH2:25][CH2:24][CH2:23][CH2:22][CH2:21]1.O1CCCC1.[Cl-].[NH4+]>O1CCCC1>[CH:20]1([CH:8]([C:7]2[CH:6]=[C:5]([C:10]3[CH:15]=[CH:14][C:13]([C:16]([F:19])([F:17])[F:18])=[CH:12][CH:11]=3)[S:4][C:3]=2[CH2:1][CH3:2])[OH:9])[CH2:25][CH2:24][CH2:23][CH2:22][CH2:21]1 |f:1.2,3.4|. Reported procedure: To a solution of 2-ethyl-5-[4-(trifluoromethyl)phenyl]thiophene-3-carbaldehyde (2.00 g) synthesized above in tetrahydrofuran (40 mL) was added dropwise 1.0M cyclohexylmagnesium bromide-tetrahydrofuran solution (14.1 mL) at 0° C., and the mixture was stirred for 1 hr. Saturated aqueous ammonium chloride solution was added to quench the reaction, and the mixture was extracted with ethyl acetate. The extract was washed with brine, dried over magnesium sulfate, and concentrated under reduced pressur... The reactants are NC1CCN(CC1)CCOC1=C(C=C(C=C1)NC(C1=CC(=CC=C1)C(F)(F)F)=O)C=1N(N=CC1Cl)C (N-[4-[2-(4-Amino-piperidin-1-yl)-ethoxy]-3-(4-chloro-2-methyl-2H-pyrazol-3-yl)-phenyl]-3-trifluoromethyl-benzamide), CS(=O)(=O)Cl (Methanesulfonyl chloride). The solvent is CC(=O)N(C)C (DMA). Product: ClC1=C(N(N=C1)C)C=1C=C(C=CC1OCCN1CCC(CC1)NS(=O)(=O)C)NC(C1=CC(=CC=C1)C(F)(F)F)=O (N-{3-(4-chloro-2-methyl-2H-pyrazol-3-yl)-4-[2-(4-methanesulfonylamino-piperidin-1-yl)-ethoxy]-phenyl}-3-trifluoromethyl-benzamide). Yield: 35.6%. As a reaction SMILES: [NH2:1][CH:2]1[CH2:7][CH2:6][N:5]([CH2:8][CH2:9][O:10][C:11]2[CH:16]=[CH:15][C:14]([NH:17][C:18](=[O:29])[C:19]3[CH:24]=[CH:23][CH:22]=[C:21]([C:25]([F:28])([F:27])[F:26])[CH:20]=3)=[CH:13][C:12]=2[C:30]2[N:31]([CH3:36])[N:32]=[CH:33][C:34]=2[Cl:35])[CH2:4][CH2:3]1.[CH3:37][S:38](Cl)(=[O:40])=[O:39]>CC(N(C)C)=O>[Cl:35][C:34]1[CH:33]=[N:32][N:31]([CH3:36])[C:30]=1[C:12]1[CH:13]=[C:14]([NH:17][C:18](=[O:29])[C:19]2[CH:24]=[CH:23][CH:22]=[C:21]([C:25]([F:27])([F:28])[F:26])[CH:20]=2)[CH:15]=[CH:16][C:11]=1[O:10][CH2:9][CH2:8][N:5]1[CH2:4][CH2:3][CH:2]([NH:1][S:38]([CH3:37])(=[O:40])=[O:39])[CH2:7][CH2:6]1. Reported procedure: N-[4-[2-(4-Amino-piperidin-1-yl)-ethoxy]-3-(4-chloro-2-methyl-2H-pyrazol-3-yl)-phenyl]-3-trifluoromethyl-benzamide (0.038 g, 0.073 mmol) was dissolved in DMA (2.0 mL) in a vial with stir bar. Methanesulfonyl chloride (0.0085 g, 0.11 mmol) was added and the reaction was stirred at rt overnight. The reaction was concentrated, added to NaHCO3 (5 mL), and the solution was extracted with EtOAc (2×20 mL). The organic extracts were dried (Na2SO4), filtered, concd and purified by prep HPLC to afford the...